From a dataset of the Open Reaction Database (ORD), a public repository of structured organic reaction records. describe an organic reaction: reactants, conditions, products, and yield Starting materials: C=CCBr, CCOC(C)=O, [H-], [Na+], C1CCOC1, COc1ccc(C(O)CN2CCN(C(c3ccccc3)c3ccccc3)CC2)c(O)c1. The product is C=CCOc1cc(OC)ccc1C(O)CN1CCN(C(c2ccccc2)c2ccccc2)CC1. Reaction SMILES: [CH2:34]([CH:35]=[CH2:36])[Br:37].[CH3:38][CH2:39][O:40][C:41](=[O:42])[CH3:43].[H-:1].[Na+:2].[O:44]1[CH2:45][CH2:46][CH2:47][CH2:48]1.[c:3]1([CH:9]([N:10]2[CH2:11][CH2:12][N:13]([CH2:16][CH:17]([OH:18])[c:19]3[c:20]([OH:27])[cH:21][c:22]([O:25][CH3:26])[cH:23][cH:24]3)[CH2:14][CH2:15]2)[c:28]2[cH:29][cH:30][cH:31][cH:32][cH:33]2)[cH:4][cH:5][cH:6][cH:7][cH:8]1>>[c:3]1([CH:9]([N:10]2[CH2:11][CH2:12][N:13]([CH2:16][CH:17]([OH:18])[c:19]3[c:20]([O:27][CH2:36][CH:35]=[CH2:34])[cH:21][c:22]([O:25][CH3:26])[cH:23][cH:24]3)[CH2:14][CH2:15]2)[c:28]2[cH:29][cH:30][cH:31][cH:32][cH:33]2)[cH:4][cH:5][cH:6][cH:7][cH:8]1. Starting materials: [N+](=O)([O-])C1=NC=CC=C1C=C (2-nitro-3-vinylpyridine), O1CCCC1 (tetrahydrofuran), 200C. Conditions: time 8 hour. The product is OCCC=1C(=NC=CC1)[N+](=O)[O-] (3-(2-Hydroxyethyl)-2-nitropyridine). RXN SMILES: [N+:1]([C:4]1[C:9]([CH:10]=[CH2:11])=[CH:8][CH:7]=[CH:6][N:5]=1)([O-:3])=[O:2].[O:12]1CCCC1>>[OH:12][CH2:11][CH2:10][C:9]1[C:4]([N+:1]([O-:3])=[O:2])=[N:5][CH:6]=[CH:7][CH:8]=1. Procedure details: Dimethyl sulfide-borane complex (15.9 mL, 32 mmol) was added to a solution of 2-nitro-3-vinylpyridine (2.4 g, 15.9 mmol) (Yamaka et. al., Heterocycles, 1992, 34, 2379-2384) in tetrahydrofuran (30 mL) under argon. The reaction was stirred at 200C for 2 h, and concentrated in vacuo. The concentrate was redissolved in tetrahydrofuran and stirred overnight with 20% aqueous sodium hydroxide (20 mL) and 30% hydrogen peroxide solution (20 mL). Methylene chloride was added and the mixture extracted with... Starting materials: CC1(C)OC1c1ccccc1, CC(C)(C=O)c1ccccc1, CC[O-], CC[O-], CC[O-], CC[O-], Fc1c(F)c(F)c(B(c2c(F)c(F)c(F)c(F)c2F)c2c(F)c(F)c(F)c(F)c2F)c(F)c1F, [Ti+4], Cc1ccc(S(N)=O)cc1, c1ccccc1. Product: Cc1ccc(S(=O)N=CC(C)(C)c2ccccc2)cc1. Reaction SMILES: [CH3:1][C:2]1([CH3:3])[CH:4]([c:5]2[cH:6][cH:7][cH:8][cH:9][cH:10]2)[O:11]1.[CH3:46][C:47]([CH:48]=[O:49])([CH3:50])[c:51]1[cH:52][cH:53][cH:54][cH:55][cH:56]1.[CH3:73][CH2:74][O-:75].[CH3:77][CH2:78][O-:79].[CH3:80][CH2:81][O-:82].[CH3:83][CH2:84][O-:85].[F:12][c:13]1[c:14]([B:15]([c:16]2[c:17]([F:18])[c:19]([F:20])[c:21]([F:22])[c:23]([F:24])[c:25]2[F:26])[c:27]2[c:28]([F:29])[c:30]([F:31])[c:32]([F:33])[c:34]([F:35])[c:36]2[F:37])[c:38]([F:39])[c:40]([F:41])[c:42]([F:43])[c:44]1[F:45].[Ti+4:76].[c:57]1([CH3:66])[cH:58][cH:59][c:60]([S:63](=[O:64])[NH2:65])[cH:61][cH:62]1.[cH:67]1[cH:68][cH:69][cH:70][cH:71][cH:72]1>>[CH3:46][C:47]([CH:48]=[N:65][S:63]([c:60]1[cH:59][cH:58][c:57]([CH3:66])[cH:62][cH:61]1)=[O:64])([CH3:50])[c:51]1[cH:52][cH:53][cH:54][cH:55][cH:56]1.